The task is: describe an organic reaction: reactants, conditions, products, and yield. This data is from the Open Reaction Database (ORD), a public repository of structured organic reaction records. The reactants are OCC1(CCC1)CO[C@@H]1CC[C@H](CC1)N1C=2N(C(=C(C1=O)CC1=CC=C(C=C1)C=1C(=CC=CC1)C#N)CCC)N=CN2 (4′-{[4-(trans-4-{[1-(hydroxymethyl)cyclobutyl]methoxy}cyclohexyl)-5-oxo-7-propyl-4,5-dihydro[1,2,4]triazolo[1,5-a]pyrimidin-6-yl]methyl}biphenyl-2-carbonitrile), N1=C(C=CC=C1C)C (2,6-lutidine), O1CCCC1 (tetrahydrofuran), FC(S(=O)(=O)O[Si](C)(C)C(C)(C)C)(F)F (tert-butyl(dimethyl)silyl trifluoromethanesulfonate). Run in C(C)(=O)OCC (ethyl acetate). Conditions: time 5 hour. Yields the product [Si](C)(C)(C(C)(C)C)OCC1(CCC1)CO[C@@H]1CC[C@H](CC1)N1C=2N(C(=C(C1=O)CC1=CC=C(C=C1)C=1C(=CC=CC1)C#N)CCC)N=CN2 (4′-{[4-(trans-4-{[1-({[tert-butyl(dimethyl)silyl]oxy}methyl)cyclobutyl]methoxy}cyclohexyl)-5-oxo-7-propyl-4,5-dihydro[1,2,4]triazolo[1,5-a]pyrimidin-6-yl]methyl}biphenyl-2-carbonitrile). Yield: 86.0%. Reaction SMILES: [OH:1][CH2:2][C:3]1([CH2:7][O:8][C@H:9]2[CH2:14][CH2:13][C@H:12]([N:15]3[C:20](=[O:21])[C:19]([CH2:22][C:23]4[CH:28]=[CH:27][C:26]([C:29]5[C:30]([C:35]#[N:36])=[CH:31][CH:32]=[CH:33][CH:34]=5)=[CH:25][CH:24]=4)=[C:18]([CH2:37][CH2:38][CH3:39])[N:17]4[N:40]=[CH:41][N:42]=[C:16]34)[CH2:11][CH2:10]2)[CH2:6][CH2:5][CH2:4]1.N1C(C)=CC=CC=1C.O1CCCC1.FC(F)(F)S(O[Si:62]([C:65]([CH3:68])([CH3:67])[CH3:66])([CH3:64])[CH3:63])(=O)=O>C(OCC)(=O)C>[Si:62]([O:1][CH2:2][C:3]1([CH2:7][O:8][C@H:9]2[CH2:14][CH2:13][C@H:12]([N:15]3[C:20](=[O:21])[C:19]([CH2:22][C:23]4[CH:24]=[CH:25][C:26]([C:29]5[C:30]([C:35]#[N:36])=[CH:31][CH:32]=[CH:33][CH:34]=5)=[CH:27][CH:28]=4)=[C:18]([CH2:37][CH2:38][CH3:39])[N:17]4[N:40]=[CH:41][N:42]=[C:16]34)[CH2:11][CH2:10]2)[CH2:4][CH2:5][CH2:6]1)([C:65]([CH3:68])([CH3:67])[CH3:66])([CH3:64])[CH3:63]. Procedure details: To a mixture of 4′-{[4-(trans-4-{[1-(hydroxymethyl)cyclobutyl]methoxy}cyclohexyl)-5-oxo-7-propyl-4,5-dihydro[1,2,4]triazolo[1,5-a]pyrimidin-6-yl]methyl}biphenyl-2-carbonitrile (0.3 g), 2,6-lutidine (0.14 mL) and tetrahydrofuran (10 mL) was added tert-butyl(dimethyl)silyl trifluoromethanesulfonate (0.18 mL), and the mixture was stirred at room temperature for 5 hr. The reaction mixture was diluted with ethyl acetate, washed with saturated aqueous potassium hydrogensulfate solution and then with s... The reactants are O=C([O-])[O-], COCCBr, Cc1ccc(C(=O)Nc2cccc(N(C)C)c2)cc1NC(=O)c1ccc(O)cc1, [K+], [K+], CN(C)C=O. Product: COCCOc1ccc(C(=O)Nc2cc(C(=O)Nc3cccc(N(C)C)c3)ccc2C)cc1. Reaction SMILES: [C:35](=[O:36])([O-:37])[O-:38].[CH3:1][O:2][CH2:3][CH2:4][Br:5].[CH3:6][N:7]([c:8]1[cH:9][c:10]([NH:14][C:15]([c:16]2[cH:17][c:18]([NH:23][C:24]([c:25]3[cH:26][cH:27][c:28]([OH:31])[cH:29][cH:30]3)=[O:32])[c:19]([CH3:22])[cH:20][cH:21]2)=[O:33])[cH:11][cH:12][cH:13]1)[CH3:34].[K+:39].[K+:40].[O:41]=[CH:42][N:43]([CH3:44])[CH3:45]>>[CH3:1][O:2][CH2:3][CH2:4][O:31][c:28]1[cH:27][cH:26][c:25]([C:24]([NH:23][c:18]2[cH:17][c:16]([C:15]([NH:14][c:10]3[cH:9][c:8]([N:7]([CH3:6])[CH3:34])[cH:13][cH:12][cH:11]3)=[O:33])[cH:21][cH:20][c:19]2[CH3:22])=[O:32])[cH:30][cH:29]1.